This data is from the Open Reaction Database (ORD), a public repository of structured organic reaction records. The task is: describe an organic reaction: reactants, conditions, products, and yield Reactants: O=C(CCl)c1ccccc1, O=C1C(Cc2c[nH]c3ccccc23)NCCN1CCc1ccccc1. Product: O=C(CN1CCN(CCc2ccccc2)C(=O)C1Cc1c[nH]c2ccccc12)c1ccccc1. Reaction SMILES: [Cl:26][CH2:27][C:28](=[O:29])[c:30]1[cH:31][cH:32][cH:33][cH:34][cH:35]1.[nH:1]1[cH:2][c:3]([CH2:10][CH:11]2[C:12](=[O:25])[N:13]([CH2:17][CH2:18][c:19]3[cH:20][cH:21][cH:22][cH:23][cH:24]3)[CH2:14][CH2:15][NH:16]2)[c:4]2[cH:5][cH:6][cH:7][cH:8][c:9]12>>[nH:1]1[cH:2][c:3]([CH2:10][CH:11]2[C:12](=[O:25])[N:13]([CH2:17][CH2:18][c:19]3[cH:20][cH:21][cH:22][cH:23][cH:24]3)[CH2:14][CH2:15][N:16]2[CH2:27][C:28](=[O:29])[c:30]2[cH:31][cH:32][cH:33][cH:34][cH:35]2)[c:4]2[cH:5][cH:6][cH:7][cH:8][c:9]12. The reactants are O=C([O-])[O-], Cc1ccccc1, CCOC(C)=O, CCO, ClCCl, [Na+], [Na+], CC(C)(O)CNC(=O)c1nc(Br)c(C(F)(F)F)cc1N, OB(O)c1ccc(F)cc1. Product: CC(C)(O)CNC(=O)c1nc(-c2ccc(F)cc2)c(C(F)(F)F)cc1N. Reaction SMILES: [C:38](=[O:39])([O-:40])[O-:41].[CH3:31][c:32]1[cH:33][cH:34][cH:35][cH:36][cH:37]1.[CH3:44][CH2:45][O:46][C:47]([CH3:48])=[O:49].[CH3:53][CH2:54][OH:55].[Cl:50][CH2:51][Cl:52].[Na+:42].[Na+:43].[OH:1][C:2]([CH2:3][NH:4][C:5](=[O:6])[c:7]1[n:8][c:9]([Br:18])[c:10]([C:14]([F:15])([F:16])[F:17])[cH:11][c:12]1[NH2:13])([CH3:19])[CH3:20].[OH:21][B:22]([OH:23])[c:24]1[cH:25][cH:26][c:27]([F:28])[cH:29][cH:30]1>>[OH:1][C:2]([CH2:3][NH:4][C:5](=[O:6])[c:7]1[n:8][c:9](-[c:24]2[cH:25][cH:26][c:27]([F:28])[cH:29][cH:30]2)[c:10]([C:14]([F:15])([F:16])[F:17])[cH:11][c:12]1[NH2:13])([CH3:19])[CH3:20]. Reactants: ClC1=CC=C(C=C1)P(=O)(Cl)Cl (4-chlorophenylphosphonic dichloride), dilithio, C(CCC)[Li] (n-butyllithium), CN(CCN(C)C)C (tetramethylethylenediamine), C(C1=CC=CC=C1)NC1=CC=CC=C1 (N-benzylaniline), crude product. Run in C1CCCCC1 (cyclohexane), C(C)OCC (diethyl ether), C1CCCCC1 (cyclohexane), C1CCCCC1 (cyclohexane), CCCCCC (hexane). Run at temperature 26 celsius, time 2 hour. Product: ClC1=CC=C(C=C1)P1(N(CC2=C1C=CC=C2)C2=CC=CC=C2)=O (1-(4-chlorophenyl)-2-phenyl-2,3-dihydro-1H-2,1-benzazaphosphole-1-oxide). Isolated yield 9.8%. As a reaction SMILES: C([Li])CCC.CN(C)CCN(C)C.[CH2:14]([NH:21][C:22]1[CH:27]=[CH:26][CH:25]=[CH:24][CH:23]=1)[C:15]1[CH:20]=[CH:19][CH:18]=[CH:17][CH:16]=1.[Cl:28][C:29]1[CH:34]=[CH:33][C:32]([P:35](Cl)(Cl)=[O:36])=[CH:31][CH:30]=1>CCCCCC.C(OCC)C.C1CCCCC1>[Cl:28][C:29]1[CH:34]=[CH:33][C:32]([P:35]2(=[O:36])[C:16]3[CH:17]=[CH:18][CH:19]=[CH:20][C:15]=3[CH2:14][N:21]2[C:22]2[CH:27]=[CH:26][CH:25]=[CH:24][CH:23]=2)=[CH:31][CH:30]=1. Reported procedure: Under a static nitrogen atmosphere at 0° C., a solution of n-butyllithium (4.03 g, 0.063 mol) in hexane was added to a solution of tetramethylethylenediamine (1.86 g, 0.016 mol) in 30 ml. of anhydrous cyclohexane with constant stirring. While maintaining the temperature of the reaction at 0° C., a solution of N-benzylaniline (5.5 g, 0.03 mol) in 30 ml. of anhydrous cyclohexane was added to the reaction mixture to produce a suspension containing a dilithio compound. The suspension was stirred for... Yields the product CC(C)(C)OC(=O)COCc1cccnc1. Reaction SMILES: [Br:11][CH2:12][C:13](=[O:14])[O:15][C:16]([CH3:17])([CH3:18])[CH3:19].[H-:1].[Na+:2].[O:20]=[CH:21][N:22]([CH3:23])[CH3:24].[n:3]1[cH:4][c:5]([CH2:9][OH:10])[cH:6][cH:7][cH:8]1>>[n:3]1[cH:4][c:5]([CH2:9][O:10][CH2:12][C:13](=[O:14])[O:15][C:16]([CH3:17])([CH3:18])[CH3:19])[cH:6][cH:7][cH:8]1. Starting materials: CC(C)(C)OC(=O)CBr, [H-], [Na+], CN(C)C=O, OCc1cccnc1. Reactants: CC(C)S(=O)(=O)Cl (propane-2-sulfonyl chloride), N=1C=CN2C1C=C(C=C2)CNC(C2=CC=C(C=C2)C2CNCC2)=O (N-(imidazo[1,2-a]pyridin-7-ylmethyl)-4-(pyrrolidin-3-yl)benzamide), N1CC(C1)C1=CC=C(C(=O)NCC2=CC=3N(C=C2)C=CN3)C=C1 (4-(azetidin-3-yl)-N-(imidazo[1,2-a]pyridin-7-ylmethyl)benzamide). The product is N=1C=CN2C1C=C(C=C2)CNC(C2=CC=C(C=C2)C2CN(CC2)S(=O)(=O)C)=O (N-(imidazo[1,2-a]pyridin-7-ylmethyl)-4-[1-(methylsulfonyl)pyrrolidin-3-yl]benzamide). Reaction SMILES: C[CH:2]([S:4](Cl)(=[O:6])=[O:5])C.[N:8]1[CH:9]=[CH:10][N:11]2[CH:16]=[CH:15][C:14]([CH2:17][NH:18][C:19](=[O:31])[C:20]3[CH:25]=[CH:24][C:23]([CH:26]4[CH2:30][CH2:29][NH:28][CH2:27]4)=[CH:22][CH:21]=3)=[CH:13][C:12]=12.N1CC(C2C=CC(C(NCC3C=CN4C=CN=C4C=3)=O)=CC=2)C1>>[N:8]1[CH:9]=[CH:10][N:11]2[CH:16]=[CH:15][C:14]([CH2:17][NH:18][C:19](=[O:31])[C:20]3[CH:21]=[CH:22][C:23]([CH:26]4[CH2:30][CH2:29][N:28]([S:4]([CH3:2])(=[O:6])=[O:5])[CH2:27]4)=[CH:24][CH:25]=3)=[CH:13][C:12]=12. Procedure details: The title compound was prepared as described in Example 557C, substituting methane sulfonyl chloride for propane-2-sulfonyl chloride and N-(imidazo[1,2-a]pyridin-7-ylmethyl)-4-(pyrrolidin-3-yl)benzamide for 4-(azetidin-3-yl)-N-(imidazo[1,2-a]pyridin-7-ylmethyl)benzamide. 1H NMR (400 MHz, DMSO-d6) δ ppm 9.07 (t, J=5.9 Hz, 1H), 8.48 (dd, J=6.9, 0.9 Hz, 1H), 7.88 (m, 3H), 7.52 (d, J=1.2 Hz, 1H), 7.45 (m, 2H), 7.38 (m, 1H), 6.85 (dd, J=6.9, 1.7 Hz, 1H), 4.51 (d, J=5.9 Hz, 2H), 3.73 (dd, J=9.6, 7.5 H... Reactants: C(C)N(CC)S(F)(F)F (Diethylaminosulfur trifluoride), C(C)N1CCN(CC1)C1=NC(=CC2=CC=CC=C12)C1=CC=C(C=C1)C(CC)O (1-(4-ethylpiperazin-1-yl)-3-[4-(1-hydroxypropyl)phenyl]isoquinoline), C(Cl)Cl (methylene chloride), C([O-])(O)=O.[Na+] (sodium bicarbonate), C(C)(=O)OCC (ethyl acetate). Conditions: time 1 hour. Yields the product Cl.C(C)N1CCN(CC1)C1=NC(=CC2=CC=CC=C12)C1=CC=C(C=C1)C(CC)F (1-(4-ethylpiperazin-1-yl)-3-[4-(1-fluoropropyl)phenyl]isoquinoline hydrochloride). RXN SMILES: C(N(S(F)(F)[F:7])CC)C.[CH2:10]([N:12]1[CH2:17][CH2:16][N:15]([C:18]2[C:27]3[C:22](=[CH:23][CH:24]=[CH:25][CH:26]=3)[CH:21]=[C:20]([C:28]3[CH:33]=[CH:32][C:31]([CH:34](O)[CH2:35][CH3:36])=[CH:30][CH:29]=3)[N:19]=2)[CH2:14][CH2:13]1)[CH3:11].C(=O)(O)[O-].[Na+].C(OCC)(=O)C.C(Cl)[Cl:50]>>[ClH:50].[CH2:10]([N:12]1[CH2:17][CH2:16][N:15]([C:18]2[C:27]3[C:22](=[CH:23][CH:24]=[CH:25][CH:26]=3)[CH:21]=[C:20]([C:28]3[CH:33]=[CH:32][C:31]([CH:34]([F:7])[CH2:35][CH3:36])=[CH:30][CH:29]=3)[N:19]=2)[CH2:14][CH2:13]1)[CH3:11] |f:2.3,6.7|. Procedure details: Diethylaminosulfur trifluoride (0.27 g) was added to a solution of 1-(4-ethylpiperazin-1-yl)-3-[4-(1-hydroxypropyl)phenyl]isoquinoline (0.53 g) obtained in Example 19 in methylene chloride (30 ml) at −78° C. After stirring the resulting mixture for 1 hr, it was returned to room temperature. An aqueous solution of saturated sodium bicarbonate and ethyl acetate were added to the resulting reaction solution, for partitioning. The resulting organic layer was washed with water and brine, dried and co... Starting materials: C(CCCCC(=O)O)(=O)O (Adipic acid), C(O)C(CC)(CO)CO (trimethylolpropane), C1(=CC=CC=C1)C (toluene). Solvent: O (water). The product is C(CCCCC(=O)O)(=O)O.C(O)C(CC)(CO)CO (Adipic Acid Trimethylolpropane). Reaction SMILES: [C:1]([OH:10])(=[O:9])[CH2:2][CH2:3][CH2:4][CH2:5][C:6]([OH:8])=[O:7].[CH2:11]([C:13]([CH2:18][OH:19])([CH2:16][OH:17])[CH2:14][CH3:15])[OH:12].C1(C)C=CC=CC=1>O>[C:1]([OH:10])(=[O:9])[CH2:2][CH2:3][CH2:4][CH2:5][C:6]([OH:8])=[O:7].[CH2:11]([C:13]([CH2:18][OH:19])([CH2:16][OH:17])[CH2:14][CH3:15])[OH:12] |f:4.5|. Procedure: Adipic acid (702 g, 4.8 mol), trimethylolpropane (537 g, 4 mol), 2.4 g of Fascat® and 200 g of toluene were heated to 125–130° C. under nitrogen and water formed was separated off using a water separator. After a reaction time of 11 hours, the toluene was distilled off under reduced pressure. The viscous, hyperbranched polyester was soluble in butyl acetate or THF but insoluble in water. Reactants: CCN(C(C)C)C(C)C (DIEA), CCN=C=NCCCN(C)C (WSC), C=1C=CC2=C(C1)N=NN2O (HOBT), FC(C(=O)O)(F)F.ClCCC\C(\C(=O)O)=C/C1=CC(=C(C=C1)N1C=NC(=C1)C)F ((E)-5-chloro-2-{1-[3-fluoro-4-(4-methyl-1H-imidazol-1-yl)phenyl]methylidene]valeric acid trifluoroacetate), Cl.N[C@@H]([C@@H](C)O)C1=CC(=C(C=C1)F)F ((1R,2R)-1-amino-1-(3,4-difluorophenyl)propan-2-ol hydrochloride). Run in CN(C)C=O (DMF), C(C)(=O)OCC (Ethyl acetate). Run at time 1 hour. Product: FC=1C=C(C=CC1F)[C@H]([C@@H](C)O)NC(/C(/CCCCl)=C/C1=CC(=C(C=C1)N1C=NC(=C1)C)F)=O ((E)-5-chloro-2-{1-[3-fluoro-4-(4-methyl-1H-imidazol-1-yl)phenyl]methylidene}valeric acid [(1R,2R)-1-(3,4-difluorophenyl)-2-hydroxypropyl]amide). Isolated yield 86.7%. Reaction SMILES: CCN(C(C)C)C(C)C.CCN=C=NCCCN(C)C.C1C=CC2N(O)N=NC=2C=1.FC(F)(F)C(O)=O.[Cl:38][CH2:39][CH2:40][CH2:41]/[C:42](=[CH:46]\[C:47]1[CH:52]=[CH:51][C:50]([N:53]2[CH:57]=[C:56]([CH3:58])[N:55]=[CH:54]2)=[C:49]([F:59])[CH:48]=1)/[C:43]([OH:45])=O.Cl.[NH2:61][C@H:62]([C:66]1[CH:71]=[CH:70][C:69]([F:72])=[C:68]([F:73])[CH:67]=1)[C@H:63]([OH:65])[CH3:64]>CN(C=O)C.C(OCC)(=O)C>[F:73][C:68]1[CH:67]=[C:66]([C@@H:62]([NH:61][C:43](=[O:45])/[C:42](=[CH:46]/[C:47]2[CH:52]=[CH:51][C:50]([N:53]3[CH:57]=[C:56]([CH3:58])[N:55]=[CH:54]3)=[C:49]([F:59])[CH:48]=2)/[CH2:41][CH2:40][CH2:39][Cl:38])[C@H:63]([OH:65])[CH3:64])[CH:71]=[CH:70][C:69]=1[F:72] |f:3.4,5.6|. Reported procedure: A solution of 4 N hydrogen chloride in ethyl acetate (10 mL) was added to a solution of tert-butyl [(1R,2R)-1-(3,4-difluorophenyl)-2-hydroxypropyl]carbamate (960 mg) in methanol (10 mL) at room temperature, and the reaction solution was stirred at room temperature for 30 minutes. The reaction solution was concentrated under reduced pressure to obtain (1R,2R)-1-amino-1-(3,4-difluorophenyl)propan-2-ol hydrochloride (747 mg). DIEA (1.59 mL), WSC (880 mg), and HOBT (620 mg) were added to a solution ... Reported procedure: To a solution of 3-{6-[(benzyl-isopropyl-carbamoyl)-methyl]-8,9-difluoro-5-oxo-1-phenyl-5,6-dihydro-4H-2,3,6,10b-tetraaza-benzo[e]azulen-4-ylmethyl}-indazole-1-carboxylic acid tert-butyl ester (100 mg, 0.137 mmol) in dioxane (1 mL) was added HCl (4.0M in dioxane, 2 mL). The reaction was stirred at room temperature for 24 hours. The volatiles were concentrated in vacuo and the residue was dissolved in CH2Cl2. The organic solution was washed with aqueous NaHCO3 (1×), dried (Na2SO4), filtered and c... Run in O1CCOCC1 (dioxane). Reaction SMILES: C(OC([N:8]1[C:16]2[C:11](=[CH:12][CH:13]=[CH:14][CH:15]=2)[C:10]([CH2:17][CH:18]2[C:27]3[N:23]([C:24]([C:28]4[CH:33]=[CH:32][CH:31]=[CH:30][CH:29]=4)=[N:25][N:26]=3)[C:22]3[CH:34]=[C:35]([F:39])[C:36]([F:38])=[CH:37][C:21]=3[N:20]([CH2:40][C:41](=[O:53])[N:42]([CH2:46][C:47]3[CH:52]=[CH:51][CH:50]=[CH:49][CH:48]=3)[CH:43]([CH3:45])[CH3:44])[C:19]2=[O:54])=[N:9]1)=O)(C)(C)C.Cl>O1CCOCC1>[CH2:46]([N:42]([CH:43]([CH3:45])[CH3:44])[C:41](=[O:53])[CH2:40][N:20]1[C:19](=[O:54])[CH:18]([CH2:17][C:10]2[C:11]3[C:16](=[CH:15][CH:14]=[CH:13][CH:12]=3)[NH:8][N:9]=2)[C:27]2[N:23]([C:24]([C:28]3[CH:29]=[CH:30][CH:31]=[CH:32][CH:33]=3)=[N:25][N:26]=2)[C:22]2[CH:34]=[C:35]([F:39])[C:36]([F:38])=[CH:37][C:21]1=2)[C:47]1[CH:52]=[CH:51][CH:50]=[CH:49][CH:48]=1. Yields the product C(C1=CC=CC=C1)N(C(CN1C2=C(N3C(=NN=C3C(C1=O)CC1=NNC3=CC=CC=C13)C1=CC=CC=C1)C=C(C(=C2)F)F)=O)C(C)C (N-benzyl-2-[8,9-difluoro-4-(1H-indazol-3-ylmethyl)-5-oxo-1-phenyl-4,5-dihydro-2,3,6,10b-tetraaza-benzo[e]azulen-6-yl]-N-isopropyl-acetamide). The yield is 52.0%. The reactants are C(C)(C)(C)OC(=O)N1N=C(C2=CC=CC=C12)CC1C(N(C2=C(N3C(=NN=C13)C1=CC=CC=C1)C=C(C(=C2)F)F)CC(N(C(C)C)CC2=CC=CC=C2)=O)=O (3-{6-[(benzyl-isopropyl-carbamoyl)-methyl]-8,9-difluoro-5-oxo-1-phenyl-5,6-dihydro-4H-2,3,6,10b-tetraaza-benzo[e]azulen-4-ylmethyl}-indazole-1-carboxylic acid tert-butyl ester), Cl (HCl). Reaction conditions: time 24 hour.